Dataset: the Open Reaction Database (ORD), a public repository of structured organic reaction records. Task: describe an organic reaction: reactants, conditions, products, and yield The reactants are CO, Cc1ccc(CC2CCN(C(=O)CCl)CC2)cc1, Nc1ccc2[nH]c(=O)oc2c1. The product is Cc1ccc(CC2CCN(C(=O)CNc3ccc4[nH]c(=O)oc4c3)CC2)cc1. RXN SMILES: [CH3:30][OH:31].[Cl:1][CH2:2][C:3](=[O:4])[N:5]1[CH2:6][CH2:7][CH:8]([CH2:11][c:12]2[cH:13][cH:14][c:15]([CH3:18])[cH:16][cH:17]2)[CH2:9][CH2:10]1.[NH2:19][c:20]1[cH:21][c:22]2[c:23]([nH:24][c:25](=[O:27])[o:26]2)[cH:28][cH:29]1>>[CH2:2]([C:3](=[O:4])[N:5]1[CH2:6][CH2:7][CH:8]([CH2:11][c:12]2[cH:13][cH:14][c:15]([CH3:18])[cH:16][cH:17]2)[CH2:9][CH2:10]1)[NH:19][c:20]1[cH:21][c:22]2[c:23]([nH:24][c:25](=[O:27])[o:26]2)[cH:28][cH:29]1. Starting materials: tetrakis-(triphenylphosphine)palladium(0), CN(C=O)C (dimethylformamide), BrC1=CC=C(S1)S(=O)(=O)N (5-bromothiophene-2-sulfonamide), CN(C=O)C (dimethylformamide), CO (methyl alcohol), O (water), C(C)(=O)OCC (ethyl acetate). The reagents and catalysts are [C-]#N.[Zn+2].[C-]#N (zinc cyanide), C=1C=CC(=CC1)[P](C=2C=CC=CC2)(C=3C=CC=CC3)[Pd]([P](C=4C=CC=CC4)(C=5C=CC=CC5)C=6C=CC=CC6)([P](C=7C=CC=CC7)(C=8C=CC=CC8)C=9C=CC=CC9)[P](C=1C=CC=CC1)(C=1C=CC=CC1)C=1C=CC=CC1 (tetrakis(triphenylphosphine)palladium(0)). Run in C(Cl)Cl (methylene chloride). Conditions: time 15 minute. The product is C(#N)C1=CC=C(S1)S(=O)(=O)N (5-(Cyano)thiophene-2-sulfonamide). RXN SMILES: Br[C:2]1[S:6][C:5]([S:7]([NH2:10])(=[O:9])=[O:8])=[CH:4][CH:3]=1.CO.O.C(OCC)(=O)C.[CH3:20][N:21](C)C=O>C(Cl)Cl.[C-]#N.[Zn+2].[C-]#N.C1C=CC([P]([Pd]([P](C2C=CC=CC=2)(C2C=CC=CC=2)C2C=CC=CC=2)([P](C2C=CC=CC=2)(C2C=CC=CC=2)C2C=CC=CC=2)[P](C2C=CC=CC=2)(C2C=CC=CC=2)C2C=CC=CC=2)(C2C=CC=CC=2)C2C=CC=CC=2)=CC=1>[C:20]([C:2]1[S:6][C:5]([S:7]([NH2:10])(=[O:9])=[O:8])=[CH:4][CH:3]=1)#[N:21] |f:6.7.8,^1:36,38,57,76|. Procedure: A mixture of 5-bromothiophene-2-sulfonamide (0.50 g, 2.1 mmol), zinc cyanide (0.25 g, 2.1 mmol), tetrakis(triphenylphosphine)palladium(0) (0.072 g, 0.06 mmol) in dimethylformamide (5 mL, anhydrous) is placed under microwave radiation (under nitrogen atmosphere, 160° C.) for 15 min. Thin layer chromatography (5% methyl alcohol in methylene chloride) demonstrates the reaction is incomplete. Additional tetrakis-(triphenylphosphine)palladium(0) (0.24 g, 0.2 mmol) and dimethylformamide (10 mL) are ad... Run in C(C)OCC (diethyl ether), C(C)OCC (diethyl ether), C1(=CC=CC=C1)C (toluene). As a reaction SMILES: [CH3:1][O:2][C:3](=[O:15])[CH2:4][CH2:5][CH2:6][O:7][C:8]1[CH:13]=[CH:12][CH:11]=[CH:10][C:9]=1Br.C([Sn](CC[CH2:42][CH3:43])(CCCC)/C=C/[Sn](CCCC)(CCCC)CCCC)CCC.[I:44]I>C1(C)C=CC=CC=1.C(OCC)C.[Pd].C1(P(C2C=CC=CC=2)C2C=CC=CC=2)C=CC=CC=1.C1(P(C2C=CC=CC=2)C2C=CC=CC=2)C=CC=CC=1.C1(P(C2C=CC=CC=2)C2C=CC=CC=2)C=CC=CC=1.C1(P(C2C=CC=CC=2)C2C=CC=CC=2)C=CC=CC=1>[CH3:1][O:2][C:3](=[O:15])[CH2:4][CH2:5][CH2:6][O:7][C:8]1[CH:13]=[CH:12][CH:11]=[CH:10][C:9]=1/[CH:43]=[CH:42]/[I:44] |f:5.6.7.8.9|. Starting materials: II (iodine), COC(CCCOC1=C(C=CC=C1)Br)=O (4-(2-bromophenoxy)-butyric acid methyl ester), C(CCC)[Sn](\C=C\[Sn](CCCC)(CCCC)CCCC)(CCCC)CCCC ((E)-1,2-bis-(tri-n-butylstannyl)-ethylene). Yields the product COC(CCCOC1=C(C=CC=C1)\C=C\I)=O (4-[2-[(E)-2-iodovinyl]-phenoxy]butyric acid methyl ester). The reagents and catalysts are [Pd].C1(=CC=CC=C1)P(C1=CC=CC=C1)C1=CC=CC=C1.C1(=CC=CC=C1)P(C1=CC=CC=C1)C1=CC=CC=C1.C1(=CC=CC=C1)P(C1=CC=CC=C1)C1=CC=CC=C1.C1(=CC=CC=C1)P(C1=CC=CC=C1)C1=CC=CC=C1 (tetrakis-(triphenylphosphine)-palladium). Isolated yield 65.5%. Procedure: Under the conditions of example 2C, 482 mg of 4-(2-bromophenoxy)-butyric acid methyl ester and 3.2 g of (E)-1,2-bis-(tri-n-butylstannyl)-ethylene (50%) in 6 ml of toluene are heated in the presence of 47 mg of tetrakis-(triphenylphosphine)-palladium, diluted with 6 ml of diethyl ether, mixed with a solution of 1.02 g of iodine in 5 ml of diethyl ether, concentrated by evaporation, and the residue is chromatographed on silica gel. 400 mg of 4-[2-[(E)-2-iodovinyl]-phenoxy]butyric acid methyl ester... Starting materials: FC=1C=C(CN2C(C3=CC=CC=C3C2=O)=O)C=CC1S(=NC#N)C (2-(3-Fluoro-4-(N-cyano-S-methylsulfinimidoyl)-benzyl)-isoindole-1,3-dione), C(C)(=O)O (acetic acid), [Mn](=O)(=O)(=O)[O-].[K+] (potassium permanganate), [O-]S(=O)(=S)[O-].[Na+].[Na+] (Na2S2O3). Solvent: O (water), C(C)#N (acetonitrile). The product is FC=1C=C(CN2C(C3=CC=CC=C3C2=O)=O)C=CC1S(=O)(=NC#N)C (2-(3-Fluoro-4-(N-cyano-S-methylsulfonimidoyl)-benzyl)-isoindole-1,3-dione). RXN SMILES: [F:1][C:2]1[CH:3]=[C:4]([CH:17]=[CH:18][C:19]=1[S:20]([CH3:24])=[N:21][C:22]#[N:23])[CH2:5][N:6]1[C:14](=[O:15])[C:13]2[C:8](=[CH:9][CH:10]=[CH:11][CH:12]=2)[C:7]1=[O:16].C(O)(=[O:27])C.[Mn]([O-])(=O)(=O)=O.[K+].[O-]S([O-])(=S)=O.[Na+].[Na+]>O.C(#N)C>[F:1][C:2]1[CH:3]=[C:4]([CH:17]=[CH:18][C:19]=1[S:20]([CH3:24])(=[N:21][C:22]#[N:23])=[O:27])[CH2:5][N:6]1[C:7](=[O:16])[C:8]2[C:13](=[CH:12][CH:11]=[CH:10][CH:9]=2)[C:14]1=[O:15] |f:2.3,4.5.6|. Procedure: 2-(3-Fluoro-4-(N-cyano-S-methylsulfinimidoyl)-benzyl)-isoindole-1,3-dione (preparation 15b, 1.60 g, 4.22 mmol) and acetic acid (0.25 g, 4.22 mmol) are added to a solution of potassium permanganate (670 mg, 4.22 mmol) in a mixture of water (8 mL) and acetonitrile (9.6 ml). The mixture is stirred over night, and saturated aqueous Na2S2O3 solution is added. The mixture is extracted with ethyl acetate and the organic layer is dried over Na2SO4. The residue is directly used in the next step without f... Reactants: ClC=1C=CC(=C(C#N)C1)NC(=O)OCC (5-chloro-2-(ethoxycarbonylamino)benzonitrile), Heterocyclic, BrCC(=O)C1=CC=CC=C1 (2-bromoacetophenone). The product is NC1=C(N(C2=CC=C(C=C12)Cl)C(=O)OCC)C(C1=CC=CC=C1)=O (3-Amino-2-benzoyl-5-chloro-1-(ethoxycarbonyl)indole). As a reaction SMILES: [Cl:1][C:2]1[CH:3]=[CH:4][C:5]([NH:10][C:11]([O:13][CH2:14][CH3:15])=[O:12])=[C:6]([CH:9]=1)[C:7]#[N:8].Br[CH2:17][C:18]([C:20]1[CH:25]=[CH:24][CH:23]=[CH:22][CH:21]=1)=[O:19]>>[NH2:8][C:7]1[C:6]2[C:5](=[CH:4][CH:3]=[C:2]([Cl:1])[CH:9]=2)[N:10]([C:11]([O:13][CH2:14][CH3:15])=[O:12])[C:17]=1[C:18](=[O:19])[C:20]1[CH:25]=[CH:24][CH:23]=[CH:22][CH:21]=1. Procedure details: The title compound was prepared according to the procedure described in step 2 of Example 1 from 5-chloro-2-(ethoxycarbonylamino)benzonitrile (K. O. Geolotte et al, J. Heterocyclic Chem., 1990, 27, 1549) and 2-bromoacetophenone. Starting materials: COC=1C=CC2=C(N=CS2)C1[N+](=O)[O-] (5-methoxy-4-nitro-1,3-benzothiazole), [H][H] (hydrogen). The reagents and catalysts are [Pd] (palladium on carbon). Solvent: CO (methanol). Product: COC1=CC=C2C(N=CS2)=C1N (5-methoxy-1,3-benzothiazol-4-amine). Yield: 39.3%. RXN SMILES: [CH3:1][O:2][C:3]1[CH:4]=[CH:5][C:6]2[S:10][CH:9]=[N:8][C:7]=2[C:11]=1[N+:12]([O-])=O.[H][H]>CO.[Pd]>[CH3:1][O:2][C:3]1[C:11]([NH2:12])=[C:7]2[N:8]=[CH:9][S:10][C:6]2=[CH:5][CH:4]=1. Procedure: 730 mg (3.5 mmol) of 5-methoxy-4-nitro-1,3-benzothiazole is solubilized in 50 ml of methanol and 73 mg (10%) of palladium on carbon is added to the reaction mixture which is maintained under stirring under 2.5 bars of hydrogen for 18 hours. The catalyst is filtered out, then the solvent is evaporated off under reduced pressure. 248 mg (yield=40%) of 5-methoxy-1,3-benzothiazol-4-amine is obtained and used in the following stage without other purification.